From a dataset of the Open Reaction Database (ORD), a public repository of structured organic reaction records. describe an organic reaction: reactants, conditions, products, and yield Reactants: OC1=CC=2C3=CC(=C(C=C3C3=CC(=C(C=C3C2C=C1OCCCCCC)OCCCCCC)OCCCCCC)OCCCCCC)OCCCCCC (2-hydroxy-3,6,7,10,11-pentahexyloxytriphenylene), BrCCOCCOC (1-bromo-2-(2-methoxyethoxy)ethane), C([O-])([O-])=O.[K+].[K+] (potassium carbonate). Solvent: C(C)O (ethanol). Yields the product O(CCOCCOC)C1=CC=2C3=CC(=C(C=C3C3=CC(=C(C=C3C2C=C1OCCCCCC)OCCCCCC)OCCCCCC)OCCCCCC)OCCCCCC (2-(1,4,7-Trioxaoctyl)-3,6,7,10,11-pentahexyloxytriphenylene). Isolated yield 14.2%. Reaction SMILES: [OH:1][C:2]1[C:19]([O:20][CH2:21][CH2:22][CH2:23][CH2:24][CH2:25][CH3:26])=[CH:18][C:17]2[C:16]3[C:11](=[CH:12][C:13]([O:34][CH2:35][CH2:36][CH2:37][CH2:38][CH2:39][CH3:40])=[C:14]([O:27][CH2:28][CH2:29][CH2:30][CH2:31][CH2:32][CH3:33])[CH:15]=3)[C:10]3[C:5](=[CH:6][C:7]([O:48][CH2:49][CH2:50][CH2:51][CH2:52][CH2:53][CH3:54])=[C:8]([O:41][CH2:42][CH2:43][CH2:44][CH2:45][CH2:46][CH3:47])[CH:9]=3)[C:4]=2[CH:3]=1.Br[CH2:56][CH2:57][O:58][CH2:59][CH2:60][O:61][CH3:62].C(=O)([O-])[O-].[K+].[K+]>C(O)C>[O:1]([C:2]1[C:19]([O:20][CH2:21][CH2:22][CH2:23][CH2:24][CH2:25][CH3:26])=[CH:18][C:17]2[C:16]3[C:11](=[CH:12][C:13]([O:34][CH2:35][CH2:36][CH2:37][CH2:38][CH2:39][CH3:40])=[C:14]([O:27][CH2:28][CH2:29][CH2:30][CH2:31][CH2:32][CH3:33])[CH:15]=3)[C:10]3[C:5](=[CH:6][C:7]([O:48][CH2:49][CH2:50][CH2:51][CH2:52][CH2:53][CH3:54])=[C:8]([O:41][CH2:42][CH2:43][CH2:44][CH2:45][CH2:46][CH3:47])[CH:9]=3)[C:4]=2[CH:3]=1)[CH2:56][CH2:57][O:58][CH2:59][CH2:60][O:61][CH3:62] |f:2.3.4|. Procedure: A mixture of 2-hydroxy-3,6,7,10,11-pentahexyloxytriphenylene (0.37 g, 0.5 mmol), 1-bromo-2-(2-methoxyethoxy)ethane (0.37 g) and potassium carbonate (0.4 g, 3 mmol) in ethanol (10 ml) was heated under reflux for 72 hours. After which time, it was filtered, extracted with dichloromethane (25 ml), concentrated in vacuo, and the product isolated by column chromatography (silica gel eluting with ethyl acetate) and recrystallised from ethanol to give the title compound as a white solid (0.06 g, 14%, K...